From a dataset of the Open Reaction Database (ORD), a public repository of structured organic reaction records. describe an organic reaction: reactants, conditions, products, and yield The reactants are CCSCCOc1cc2ncnc(Nc3ccc(Br)cc3F)c2cc1OC, CO, O. Yields the product CCS(=O)CCOc1cc2ncnc(Nc3ccc(Br)cc3F)c2cc1OC. Reaction SMILES: [Br:1][c:2]1[cH:3][c:4]([F:27])[c:5]([NH:6][c:7]2[n:8][cH:9][n:10][c:11]3[cH:12][c:13]([O:19][CH2:20][CH2:21][S:22][CH2:23][CH3:24])[c:14]([O:17][CH3:18])[cH:15][c:16]23)[cH:25][cH:26]1.[CH3:29][OH:30].[OH2:28]>>[Br:1][c:2]1[cH:3][c:4]([F:27])[c:5]([NH:6][c:7]2[n:8][cH:9][n:10][c:11]3[cH:12][c:13]([O:19][CH2:20][CH2:21][S:22]([CH2:23][CH3:24])=[O:28])[c:14]([O:17][CH3:18])[cH:15][c:16]23)[cH:25][cH:26]1. Conditions: time 18 hour. Yields the product CC1(S[C@H]2N([C@H]1C#N)C([C@@H]2C(C2=CC=C(C=C2)O)O)=O)C (2,2-dimethyl-3α-cyano-6α-(p-hydroxy-α-hydroxybenzyl)penam). Starting materials: CC1(S[C@H]2N([C@H]1C#N)C([C@@H]2C(C2=CC=C(C=C2)OC2OCCCC2)O)=O)C (2,2-Dimethyl-3α-cyano-6α-[p-(2-tetrahydropyranyloxy)-α-hydroxybenzyl]penam). Procedure details: 2,2-Dimethyl-3α-cyano-6α-[p-(2-tetrahydropyranyloxy)-α-hydroxybenzyl]penam (45 mg, 0.12 mmol) is dissolved in 3 ml of acetone and 0.5 ml of 10% phosphoric acid. After stirring 18 hours at room temperature, the solution is diluted with a 10 fold excess of ethyl acetate and washed with saturated sodium chloride. Purification of the crude phenol (42 mg) by PLC (35% acetone/toluene) provides 2,2-dimethyl-3α-cyano-6α-(p-hydroxy-α-hydroxybenzyl)penam. The solvent is C(C)(=O)OCC (ethyl acetate), CC(=O)C (acetone), P(O)(O)(O)=O (phosphoric acid). Reaction SMILES: [CH3:1][C:2]1([CH3:27])[C@H:6]([C:7]#[N:8])[N:5]2[C:9](=[O:26])[C@H:10]([CH:11]([OH:25])[C:12]3[CH:17]=[CH:16][C:15]([O:18]C4CCCCO4)=[CH:14][CH:13]=3)[C@H:4]2[S:3]1>CC(C)=O.P(=O)(O)(O)O.C(OCC)(=O)C>[CH3:1][C:2]1([CH3:27])[C@H:6]([C:7]#[N:8])[N:5]2[C:9](=[O:26])[C@H:10]([CH:11]([OH:25])[C:12]3[CH:17]=[CH:16][C:15]([OH:18])=[CH:14][CH:13]=3)[C@H:4]2[S:3]1. As a reaction SMILES: Cl.[F:2][C:3]1[CH:8]=[CH:7][C:6]([C@@H:9]([NH2:11])[CH3:10])=[C:5]([C:12]([F:15])([F:14])[F:13])[CH:4]=1.C([O:20][C:21]([C:23]1[CH:28]=[CH:27][CH:26]=[CH:25][C:24]=1[C:29]1[CH:34]=[CH:33][C:32]([CH2:35][N:36]2[C:44]3[C:39](=[CH:40][C:41]([C:45](O)=[O:46])=[CH:42][CH:43]=3)[C:38]([CH3:48])=[C:37]2[CH3:49])=[CH:31][CH:30]=1)=[O:22])(C)(C)C>>[F:2][C:3]1[CH:8]=[CH:7][C:6]([C@@H:9]([NH:11][C:45]([C:41]2[CH:40]=[C:39]3[C:44](=[CH:43][CH:42]=2)[N:36]([CH2:35][C:32]2[CH:31]=[CH:30][C:29]([C:24]4[C:23]([C:21]([OH:22])=[O:20])=[CH:28][CH:27]=[CH:26][CH:25]=4)=[CH:34][CH:33]=2)[C:37]([CH3:49])=[C:38]3[CH3:48])=[O:46])[CH3:10])=[C:5]([C:12]([F:13])([F:14])[F:15])[CH:4]=1 |f:0.1|. The reactants are Cl.FC1=CC(=C(C=C1)[C@H](C)N)C(F)(F)F ((S)-1-(4-fluoro-2-(trifluoromethyl)phenyl)ethanamine hydrochloride), C(C)(C)(C)OC(=O)C1=C(C=CC=C1)C1=CC=C(C=C1)CN1C(=C(C2=CC(=CC=C12)C(=O)O)C)C (1-((2′-(tert-butoxycarbonyl)-[1,1′-biphenyl]-4-yl)methyl)-2,3-dimethyl-1H-indole-5-carboxylic acid). Product: FC1=CC(=C(C=C1)[C@H](C)NC(=O)C=1C=C2C(=C(N(C2=CC1)CC1=CC=C(C=C1)C=1C(=CC=CC1)C(=O)O)C)C)C(F)(F)F ((S)-4′-((5-((1-(4-fluoro-2-(trifluoromethyl)phenyl)ethyl)carbamoyl)-2,3-dimethyl-1H-indol-1-yl)methyl)-[1,1′-biphenyl]-2-carboxylic acid). Procedure: The title compound was prepared following the same general protocol as described in Step 8-9, Example 1, using the (S)-1-(4-fluoro-2-(trifluoromethyl)phenyl)ethanamine hydrochloride and the 1-((2′-(tert-butoxycarbonyl)-[1,1′-biphenyl]-4-yl)methyl)-2,3-dimethyl-1H-indole-5-carboxylic acid. ESI-MS (m/z): 589 [M+H]+. Starting materials: CO, COC(CN1CCc2ccc([N+](=O)[O-])cc2CC1)C(F)(F)F. Yields the product COC(CN1CCc2ccc(N)cc2CC1)C(F)(F)F. RXN SMILES: [CH3:23][OH:24].[N+:1]([O-:2])(=[O:3])[c:4]1[cH:5][c:6]2[c:7]([cH:21][cH:22]1)[CH2:8][CH2:9][N:10]([CH2:13][CH:14]([C:15]([F:16])([F:17])[F:18])[O:19][CH3:20])[CH2:11][CH2:12]2>>[NH2:1][c:4]1[cH:5][c:6]2[c:7]([cH:21][cH:22]1)[CH2:8][CH2:9][N:10]([CH2:13][CH:14]([C:15]([F:16])([F:17])[F:18])[O:19][CH3:20])[CH2:11][CH2:12]2. Reactants: Cl.C(C1=CC=CC=C1)OC(CNC(CN)=O)=O (glycylglycine benzyl ester hydrochloride), ClC1=C(C=C(C=C1Cl)Cl)OC([C@@H](NC(=O)OC(C)(C)C)CC1=CC=C(C=C1)O)=O (N-t-butoxycarbonyl-L-tyrosine 2,3,5-trichlorophenyl ester), CN1CCOCC1 (N-methylmorpholine). Run in C(Cl)Cl (methylene chloride). The product is C(C1=CC=CC=C1)OC(CNC(CNC([C@@H](NC(=O)OC(C)(C)C)CC1=CC=C(C=C1)O)=O)=O)=O (N-t-butoxycarbonyl-L-tyrosylglycylglycine benzyl ester). RXN SMILES: Cl.[CH2:2]([O:9][C:10](=[O:17])[CH2:11][NH:12][C:13](=[O:16])[CH2:14][NH2:15])[C:3]1[CH:8]=[CH:7][CH:6]=[CH:5][CH:4]=1.ClC1C(Cl)=CC(Cl)=CC=1[O:27][C:28](=O)[C@H:29]([CH2:38][C:39]1[CH:44]=[CH:43][C:42]([OH:45])=[CH:41][CH:40]=1)[NH:30][C:31]([O:33][C:34]([CH3:37])([CH3:36])[CH3:35])=[O:32].CN1CCOCC1>C(Cl)Cl>[CH2:2]([O:9][C:10](=[O:17])[CH2:11][NH:12][C:13](=[O:16])[CH2:14][NH:15][C:28](=[O:27])[C@H:29]([CH2:38][C:39]1[CH:44]=[CH:43][C:42]([OH:45])=[CH:41][CH:40]=1)[NH:30][C:31]([O:33][C:34]([CH3:37])([CH3:35])[CH3:36])=[O:32])[C:3]1[CH:4]=[CH:5][CH:6]=[CH:7][CH:8]=1 |f:0.1|. Procedure details: A solution of 4.4 parts glycylglycine benzyl ester hydrochloride, 9.1 parts N-t-butoxycarbonyl-L-tyrosine 2,3,5-trichlorophenyl ester and 1.8 parts N-methylmorpholine in 150 parts methylene chloride is stirred overnight at room temperature. The solvent is then removed by evaporation under reduced pressure. The crude material is subjected to low-pressure column chromatography on silica gel to afford N-t-butoxycarbonyl-L-tyrosylglycylglycine benzyl ester. Starting materials: C1(CC1)CCOCC1=CC=CC(=N1)NC(C(C)(C)C)=O (N-[6-(2-cyclopropyl-ethoxymethyl)-pyridin-2-yl]-2,2-dimethyl-propionamide), [OH-].[Na+] (NaOH). Procedure details: This material was prepared in analogy to example 86 step B] from N-[6-(2-cyclopropyl-ethoxymethyl)-pyridin-2-yl]-2,2-dimethyl-propionamide (0.51 g) and 3M aqueous NaOH (3.7 mL) as a light yellow oil (0.39 g) that was used directly in the next step. Yields the product C1(CC1)CCOCC1=CC=CC(=N1)N (6-(2-Cyclopropyl-ethoxymethyl)-pyridin-2-ylamine). As a reaction SMILES: [CH:1]1([CH2:4][CH2:5][O:6][CH2:7][C:8]2[N:13]=[C:12]([NH:14]C(=O)C(C)(C)C)[CH:11]=[CH:10][CH:9]=2)[CH2:3][CH2:2]1.[OH-].[Na+]>>[CH:1]1([CH2:4][CH2:5][O:6][CH2:7][C:8]2[N:13]=[C:12]([NH2:14])[CH:11]=[CH:10][CH:9]=2)[CH2:3][CH2:2]1 |f:1.2|.